describe an organic reaction: reactants, conditions, products, and yield From a dataset of the Open Reaction Database (ORD), a public repository of structured organic reaction records. Reactants: C1CCOC1, O=[N+]([O-])c1cc(S(=O)(=O)Cl)sc1Cl, O, OCCNCCO. Product: O=[N+]([O-])c1cc(S(=O)(=O)N(CCO)CCO)sc1Cl. RXN SMILES: [CH2:22]1[O:23][CH2:24][CH2:25][CH2:26]1.[Cl:8][c:9]1[c:10]([N+:18](=[O:19])[O-:20])[cH:11][c:12]([S:14](=[O:15])(=[O:16])[Cl:17])[s:13]1.[OH2:21].[OH:1][CH2:2][CH2:3][NH:4][CH2:5][CH2:6][OH:7]>>[OH:1][CH2:2][CH2:3][N:4]([CH2:5][CH2:6][OH:7])[S:14]([c:12]1[cH:11][c:10]([N+:18](=[O:19])[O-:20])[c:9]([Cl:8])[s:13]1)(=[O:15])=[O:16].